This data is from the Open Reaction Database (ORD), a public repository of structured organic reaction records. The task is: describe an organic reaction: reactants, conditions, products, and yield Reactants: C(=O)(C=1NC=CN1)C=1NC=CN1 (Carbonyl diimidazole), carboxylic acid, C1CCOC1 (THF), N1CCOCC1 (morpholine). Reaction conditions: temperature 65 celsius. Product: N1(CCOCC1)C(=O)N (morpholino amide). Isolated yield 33.0%. Reaction SMILES: [C:1]([C:8]1[NH:9][CH:10]=[CH:11]N=1)(C1NC=CN=1)=[O:2].[NH:13]1[CH2:18]COCC1.C1C[O:22]CC1>>[N:9]1([C:18]([NH2:13])=[O:22])[CH2:8][CH2:1][O:2][CH2:11][CH2:10]1. Procedure: Carbonyl diimidazole (32 mg, 0.2 mmol) was added to a stirred solution of the carboxylic acid (Example 24) (40 mg, 0.066 mmol) in THF (3 mL) under nitrogen at room temperature. The solution was heated at 65° C. for 3 hr. After cooling to room temperature, morpholine (9 μL, 0.1 mmol) was added and the mixture heated at 50° C. for 18 hr. The solution was concentrated to dryness in vacuo. 5% Citric acid solution was added and the mixture extracted with ethyl acetate three times. The combined organi... Reactants: COC(=O)CNCc1ccc(CN(Cc2ncc(C)cc2C)C2CCCc3cccnc32)c(CO)c1, CCO, Cl, [Na+], [OH-]. Yields the product Cc1cnc(CN(Cc2ccc(CNCC(=O)O)cc2CO)C2CCCc3cccnc32)c(C)c1. Reaction SMILES: [CH3:1][O:2][C:3]([CH2:4][NH:5][CH2:6][c:7]1[cH:8][c:9]([CH2:34][OH:35])[c:10]([CH2:13][N:14]([CH:15]2[CH2:16][CH2:17][CH2:18][c:19]3[cH:20][cH:21][cH:22][n:23][c:24]32)[CH2:25][c:26]2[n:27][cH:28][c:29]([CH3:33])[cH:30][c:31]2[CH3:32])[cH:11][cH:12]1)=[O:36].[CH3:38][CH2:39][OH:40].[ClH:37].[Na+:42].[OH-:41]>>[O:2]=[C:3]([CH2:4][NH:5][CH2:6][c:7]1[cH:8][c:9]([CH2:34][OH:35])[c:10]([CH2:13][N:14]([CH:15]2[CH2:16][CH2:17][CH2:18][c:19]3[cH:20][cH:21][cH:22][n:23][c:24]32)[CH2:25][c:26]2[n:27][cH:28][c:29]([CH3:33])[cH:30][c:31]2[CH3:32])[cH:11][cH:12]1)[OH:36]. Starting materials: CCOC(=O)N1CCc2n[nH]c(=O)c(C)c2C1, Cl. Yields the product Cc1c2c(n[nH]c1=O)CCNC2. Reaction SMILES: [C:1]([O:2][CH2:3][CH3:4])(=[O:5])[N:6]1[CH2:7][c:8]2[c:9]([n:10][nH:11][c:12](=[O:15])[c:13]2[CH3:14])[CH2:16][CH2:17]1.[ClH:18]>>[NH:6]1[CH2:7][c:8]2[c:9]([n:10][nH:11][c:12](=[O:15])[c:13]2[CH3:14])[CH2:16][CH2:17]1. Starting materials: C(C)(C)OC(=O)N1C(CC(C2=CC=C(N=C12)C)=O)CC (2-ethyl-7-methyl-4-oxo-3,4-dihydro-2H-[1,8]naphthyridine-1-carboxylic acid isopropyl ester), FC(C=1C=C(CN)C=C(C1)C(F)(F)F)(F)F (3,5-bis(trifluoromethyl)benzylamine), [OH-].[Na+] (sodium hydroxide), [BH4-].[Na+] (NaBH4). Reagents/catalysts: CC([O-])C.[Ti+4].CC([O-])C.CC([O-])C.CC([O-])C (titanium(IV)isopropoxide). Run in C(C)(=O)OCC (ethyl acetate), CO (methanol). Conditions: time 6 hour. Yields the product C(C)(C)OC(=O)N1C(CC(C2=CC=C(N=C12)C)NCC1=CC(=CC(=C1)C(F)(F)F)C(F)(F)F)CC (4-(3,5-bis-trifluoromethyl-benzylamino)-2-ethyl-7-methyl-3,4-dihydro-2H-[1,8]naphthyridine-1-carboxylic acid isopropyl ester). Isolated yield 89.8%. Reaction SMILES: [CH:1]([O:4][C:5]([N:7]1[C:16]2[C:11](=[CH:12][CH:13]=[C:14]([CH3:17])[N:15]=2)[C:10](=O)[CH2:9][CH:8]1[CH2:19][CH3:20])=[O:6])([CH3:3])[CH3:2].[F:21][C:22]([F:36])([F:35])[C:23]1[CH:24]=[C:25]([CH:28]=[C:29]([C:31]([F:34])([F:33])[F:32])[CH:30]=1)[CH2:26][NH2:27].[BH4-].[Na+].[OH-].[Na+]>CC(C)[O-].[Ti+4].CC(C)[O-].CC(C)[O-].CC(C)[O-].C(OCC)(=O)C.CO>[CH:1]([O:4][C:5]([N:7]1[C:16]2[C:11](=[CH:12][CH:13]=[C:14]([CH3:17])[N:15]=2)[CH:10]([NH:27][CH2:26][C:25]2[CH:28]=[C:29]([C:31]([F:32])([F:33])[F:34])[CH:30]=[C:23]([C:22]([F:21])([F:35])[F:36])[CH:24]=2)[CH2:9][CH:8]1[CH2:19][CH3:20])=[O:6])([CH3:3])[CH3:2] |f:2.3,4.5,6.7.8.9.10|. Procedure: Inject titanium(IV)isopropoxide (0.0870 ml, 0.299 mmol) to a mixture of 2-ethyl-7-methyl-4-oxo-3,4-dihydro-2H-[1,8]naphthyridine-1-carboxylic acid isopropyl ester (0.055 g, 0.199 mmol), and 3,5-bis(trifluoromethyl)benzylamine (0.0500 g, 0.199 mmol), and then stir at room temperature for 6 h. Add methanol (2 ml) followed by NaBH4 (0.0380 g, 0.995 mmol) and stir at room temperature overnight. Treat the mixture with 1 N sodium hydroxide (2 ml) and ethyl acetate (5 ml), and then filter through a Cel...